Dataset: the Open Reaction Database (ORD), a public repository of structured organic reaction records. Task: describe an organic reaction: reactants, conditions, products, and yield Starting materials: FC(C1=CC=C(C=C1)C1CC(C=2C(C3=CC(=CC=C3NC2C1)Cl)=O)=O)(F)F (3-(4-trifluoromethylphenyl)-7-chloro-3,4-dihydroacridine-1,9(2H,10H)-dione), CN1CCN(CC1)N (N-methyl-N'-aminopiperazine). The solvent is C(C)O (ethanol). The product is CN1CCN(CC1)N=C1CC(CC=2NC3=CC=C(C=C3C(C12)=O)Cl)C1=CC=C(C=C1)C(F)(F)F (3-(4-Trifluoromethylphenyl)-7-chloro-3,4-dihydroacridine-1,9(2H,10H)-dione 1-(N-methyl-N'-piperazinyl)imine). As a reaction SMILES: [F:1][C:2]([F:27])([F:26])[C:3]1[CH:8]=[CH:7][C:6]([CH:9]2[CH2:22][C:21]3[NH:20][C:19]4[C:14](=[CH:15][C:16]([Cl:23])=[CH:17][CH:18]=4)[C:13](=[O:24])[C:12]=3[C:11](=O)[CH2:10]2)=[CH:5][CH:4]=1.[CH3:28][N:29]1[CH2:34][CH2:33][N:32]([NH2:35])[CH2:31][CH2:30]1>C(O)C>[CH3:28][N:29]1[CH2:34][CH2:33][N:32]([N:35]=[C:11]2[C:12]3[C:13](=[O:24])[C:14]4[C:19](=[CH:18][CH:17]=[C:16]([Cl:23])[CH:15]=4)[NH:20][C:21]=3[CH2:22][CH:9]([C:6]3[CH:5]=[CH:4][C:3]([C:2]([F:26])([F:1])[F:27])=[CH:8][CH:7]=3)[CH2:10]2)[CH2:31][CH2:30]1. Procedure details: 39.15 g (0.1 mole) of 3-(4-trifluoromethylphenyl)-7-chloro-3,4-dihydroacridine-1,9(2H,10H)-dione are suspended in 500 ml of ethanol, 11.5 g (0.1 mole) of N-methyl-N'-aminopiperazine are added and the reaction mixture is heated to reflux for 90 minutes. A clear solution is formed during this. After cooling down, the ethanol is distilled out in a rotary evaporator and the solid residue is recrystallized from toluene/cyclohexane (1:1). 44 g (=90% of theory) of the title compound are thus obtained i...